From a dataset of the Open Reaction Database (ORD), a public repository of structured organic reaction records. describe an organic reaction: reactants, conditions, products, and yield Starting materials: O=C1CCC(=O)N1Br, CNS(=O)(=O)c1ccc2c(c1)C(C)(C)CO2, O=C(O)C(F)(F)F, O=S(=O)(O)O. Yields the product CNS(=O)(=O)c1cc(Br)c2c(c1)C(C)(C)CO2. As a reaction SMILES: [Br:17][N:18]1[C:19](=[O:20])[CH2:21][CH2:22][C:23]1=[O:24].[CH3:1][NH:2][S:3](=[O:4])(=[O:5])[c:6]1[cH:7][cH:8][c:9]2[c:10]([cH:16]1)[C:11]([CH3:14])([CH3:15])[CH2:12][O:13]2.[OH:25][C:26]([C:27]([F:28])([F:29])[F:30])=[O:31].[S:32](=[O:33])(=[O:34])([OH:35])[OH:36]>>[CH3:1][NH:2][S:3](=[O:4])(=[O:5])[c:6]1[cH:7][c:8]([Br:17])[c:9]2[c:10]([cH:16]1)[C:11]([CH3:14])([CH3:15])[CH2:12][O:13]2. The reactants are COC(=O)SSCC(=O)NC(C(=O)O)CC(=O)O ((methoxycarbonyldithio)ethylamidosuccinic acid), C(CC)S (propanethiol). Solvent: CO (methanol), CO (methanol). Conditions: temperature 0 celsius, time 18 hour. Yields the product C(CC)SSCC(=O)NC(C(=O)O)CC(=O)O ((propyldithio)ethylamidosuccinic Acid). As a reaction SMILES: CO[C:3]([S:5][S:6][CH2:7][C:8]([NH:10][CH:11]([CH2:15][C:16]([OH:18])=[O:17])[C:12]([OH:14])=[O:13])=[O:9])=O.[CH2:19](S)[CH2:20]C>CO>[CH2:3]([S:5][S:6][CH2:7][C:8]([NH:10][CH:11]([CH2:15][C:16]([OH:18])=[O:17])[C:12]([OH:14])=[O:13])=[O:9])[CH2:19][CH3:20]. Reported procedure: A flask was charged with 400 mg (1 eq., 1.5 mmole) of (methoxycarbonyldithio)ethylamidosuccinic acid dissolved in 5 ml methanol, cooled to 0° C., purged with argon, and then treated dropwise with a solution of 135.3 ml (114 mg, 1 eq., 1.5 mmole) propanethiol (purchased from Aldrich) in 4 ml of methanol over a 30 min. period. The reaction was then allowed to warm to room temperature and stirred for 18 hours. The volatiles were then removed by vacuum transfer and the residue applied to a flash sil... Reactants: C(CCC)[Li] (n-butyllithium), O1[C@H](CCC1)C#N ((R)-2-tetrahydrofuran nitrile), Cl (hydrochloric acid), O1CCCC1 (tetrahydrofuran). Solvent: CCCCCC (n-hexane), O (water). Conditions: time 1 hour. The product is O1[C@H](CCC1)C(CCCC)=O ((R)-1-(2-tetrahydrofuranyl)-1-pentanone). RXN SMILES: C([Li])CCC.[O:6]1[CH2:10][CH2:9][CH2:8][C@@H:7]1[C:11]#N.Cl.[O:14]1[CH2:18][CH2:17][CH2:16][CH2:15]1>CCCCCC.O>[O:14]1[CH2:18][CH2:17][CH2:16][C@@H:15]1[C:10](=[O:6])[CH2:9][CH2:8][CH2:7][CH3:11]. Reported procedure: A 1 L reactor at a temperature of 0° C. was added with 0.4 L of 1.6 M n-butyllithium in n-hexane, to which 13.5 g of (R)-2-tetrahydrofuran nitrile as previously obtained, in 0.07 L of tetrahydrofuran was slowly added dropwise. As such, the reaction was carried out for 1 hour with stirring, while the temperature within the reactor was controlled below 15° C. Next, the resulting solution was added dropwise to 65 g of concentrated hydrochloric acid in 0.4 L of water, while the temperature of the re...